From a dataset of the Open Reaction Database (ORD), a public repository of structured organic reaction records. describe an organic reaction: reactants, conditions, products, and yield Starting materials: C(CCC)OC1=CC=C(C=C1)C=1C=CC2=C(C=C(CCS2(=O)=O)C(=O)NC2=CC=C(C=C2)CN(C2CCOCC2)C)C1 (7-(4-butoxyphenyl)-N-[4-[N-methyl-N-(tetrahydropyran-4-yl)aminomethyl]phenyl]-1,1-dioxo-2,3-dihydro-1-benzothiepine-4-carboxamide), CI (methyl iodide). Solvent: CN(C)C=O (DMF). Reaction conditions: time 18 hour. Product: [I-].C(CCC)OC1=CC=C(C=C1)C=1C=CC2=C(C=C(CCS2(=O)=O)C(=O)NC2=CC=C(C[N+](C3CCOCC3)(C)C)C=C2)C1 (N-[4-[[7-(4-butoxyphenyl)-1,1-dioxo-2,3-dihydro-1-benzothiepine-4-carbonyl]amino]benzyl]-N,N-dimethyltetrahydro-2H-pyran-4-aminium iodide). As a reaction SMILES: [CH2:1]([O:5][C:6]1[CH:11]=[CH:10][C:9]([C:12]2[CH:13]=[CH:14][C:15]3[S:21](=[O:23])(=[O:22])[CH2:20][CH2:19][C:18]([C:24]([NH:26][C:27]4[CH:32]=[CH:31][C:30]([CH2:33][N:34]([CH3:41])[CH:35]5[CH2:40][CH2:39][O:38][CH2:37][CH2:36]5)=[CH:29][CH:28]=4)=[O:25])=[CH:17][C:16]=3[CH:42]=2)=[CH:8][CH:7]=1)[CH2:2][CH2:3][CH3:4].[CH3:43][I:44]>CN(C=O)C>[I-:44].[CH2:1]([O:5][C:6]1[CH:7]=[CH:8][C:9]([C:12]2[CH:13]=[CH:14][C:15]3[S:21](=[O:23])(=[O:22])[CH2:20][CH2:19][C:18]([C:24]([NH:26][C:27]4[CH:28]=[CH:29][C:30]([CH2:33][N+:34]([CH3:43])([CH3:41])[CH:35]5[CH2:40][CH2:39][O:38][CH2:37][CH2:36]5)=[CH:31][CH:32]=4)=[O:25])=[CH:17][C:16]=3[CH:42]=2)=[CH:10][CH:11]=1)[CH2:2][CH2:3][CH3:4] |f:3.4|. Procedure: To a solution of 7-(4-butoxyphenyl)-N-[4-[N-methyl-N-(tetrahydropyran-4-yl)aminomethyl]phenyl]-1,1-dioxo-2,3-dihydro-1-benzothiepine-4-carboxamide (300 mg) in DMF (7 ml) was added at room temperature methyl iodide (63 μl), and the mixture was stirred for 18 hours and concentrated under reduced pressure. To the residue was added ethyl acetate, and the resulting crystals were collected by filtration and recrystallized from ethanol to give pale yellow of crystals N-[4-[[7-(4-butoxyphenyl)-1,1-dioxo... Starting materials: ClC=1C=C(C=CC1F)C1=CN=C2N1C=CC(=C2F)C(C)(C)O (2-[3-(3-Chloro-4-fluorophenyl)-8-fluoroimidazo[1,2-α]pyridin-7-yl]-propan-2-ol), COC1=NC=C(C=N1)B(O)O (2-methoxypyrimidine-5-boronic acid). Yields the product FC=1C=2N(C=CC1C(C)(C)O)C(=CN2)C2=CC(=C(C=C2)F)C=2C=NC(=NC2)OC (2-{8-fluoro-3-[4-fluoro-3-(2-methoxypyrimidin-5-yl)phenyl]imidazo[1,2-α]pyridin-7-yl}propan-2-ol). Yield: 4.0%. Reaction SMILES: Cl[C:2]1[CH:3]=[C:4]([C:9]2[N:13]3[CH:14]=[CH:15][C:16]([C:19]([OH:22])([CH3:21])[CH3:20])=[C:17]([F:18])[C:12]3=[N:11][CH:10]=2)[CH:5]=[CH:6][C:7]=1[F:8].[CH3:23][O:24][C:25]1[N:30]=[CH:29][C:28](B(O)O)=[CH:27][N:26]=1>>[F:18][C:17]1[C:12]2[N:13]([C:9]([C:4]3[CH:5]=[CH:6][C:7]([F:8])=[C:2]([C:28]4[CH:27]=[N:26][C:25]([O:24][CH3:23])=[N:30][CH:29]=4)[CH:3]=3)=[CH:10][N:11]=2)[CH:14]=[CH:15][C:16]=1[C:19]([OH:22])([CH3:21])[CH3:20]. Reported procedure: 2-[3-(3-Chloro-4-fluorophenyl)-8-fluoroimidazo[1,2-α]pyridin-7-yl]-propan-2-ol and 2-methoxypyrimidine-5-boronic acid were coupled in the same way as in Example 30 to give 2-{8-fluoro-3-[4-fluoro-3-(2-methoxypyrimidin-5-yl)phenyl]imidazo[1,2-α]pyridin-7-yl}propan-2-ol as an off-white solid (5 mg, 4%): m/z (ES+) 421 [MH+].